Dataset: the Open Reaction Database (ORD), a public repository of structured organic reaction records. Task: describe an organic reaction: reactants, conditions, products, and yield Starting materials: C(C)(=O)NC(C(=O)O)=C (2-acetamidoacrylic acid), CN (methylamine). Solvent: O (water). The product is C(C)(=O)NC(C(=O)O)CNC (2-acetylamino-3-(methylamino)propionic acid). Reaction SMILES: [C:1]([NH:4][C:5](=[CH2:9])[C:6]([OH:8])=[O:7])(=[O:3])[CH3:2].[CH3:10][NH2:11]>O>[C:1]([NH:4][CH:5]([CH2:9][NH:11][CH3:10])[C:6]([OH:8])=[O:7])(=[O:3])[CH3:2]. Procedure: 0.31 g of 2-acetamidoacrylic acid was stirred in 200 ml of 40% methylamine in water at 40° C. for 80 hours. Excess methylamine and water were evaporated under reduced pressure, and the residue was held under high vacuum overnight. The residue was recrystallized from a 1:1 v:v mixture of ether and methanol and dried to give 2-acetylamino-3-(methylamino)propionic acid (38A) as a white solid, m.p.: 166.5°-168.5° C. (with decomposition). The reactants are CNC=1C(C(=O)N2[C@H](C(=O)O)CCC2)=CC=CC1 ((-)-1-(N-methylanthraniloyl)proline), N,N'-carbonyldiimidazole. Run in O1CCCC1 (tetrahydrofuran). Yields the product CN1C(C2N(C(C3=C1C=CC=C3)=O)CCC2)=O (1,2,3,11a-Tetrahydro-10-methyl-5H-pyrrolo[2,1-c] [1,4]benzodiazepin-5,11(10H)-dione). As a reaction SMILES: [CH3:1][NH:2][C:3]1[C:4](=[CH:15][CH:16]=[CH:17][CH:18]=1)[C:5]([N:7]1[CH2:14][CH2:13][CH2:12][C@H:8]1[C:9](O)=[O:10])=[O:6]>O1CCCC1>[CH3:1][N:2]1[C:3]2[CH:18]=[CH:17][CH:16]=[CH:15][C:4]=2[C:5](=[O:6])[N:7]2[CH2:14][CH2:13][CH2:12][CH:8]2[C:9]1=[O:10]. Procedure details: A mixture of 24.8 g. of (-)-1-(N-methylanthraniloyl)proline and 18.0 g. of N,N'-carbonyldiimidazole in 300 ml. of dry tetrahydrofuran is stirred for 2 hours at room temperature and then heated at reflux temperature for 3 hours. The reaction mixture is concentrated to remove the solvent and the residue is extracted into benzene. The benzene solution is washed twice with water and concentrated to recover the desired product. The reactants are [Cl-].[Al+3].[Cl-].[Cl-] (aluminium chloride), O (Water), FC=1C=C(C(=O)Cl)C=CC1 (3-fluorobenzoyl chloride), BrC1=C(C=C(C=C1)F)OC (1-bromo-4-fluoro-2-methoxy-benzene). Run in ClCCl (dichloromethane). Run at temperature -60 celsius. Product: BrC=1C(=CC(=C(C1)C(=O)C1=CC(=CC=C1)F)F)OC ((5-Bromo-2-fluoro-4-methoxy-phenyl)-(3-fluoro-phenyl)-methanone). Reaction SMILES: [Cl-].[Al+3].[Cl-].[Cl-].[F:5][C:6]1[CH:7]=[C:8]([CH:12]=[CH:13][CH:14]=1)[C:9](Cl)=[O:10].[Br:15][C:16]1[CH:21]=[CH:20][C:19]([F:22])=[CH:18][C:17]=1[O:23][CH3:24].O>ClCCl>[Br:15][C:16]1[C:17]([O:23][CH3:24])=[CH:18][C:19]([F:22])=[C:20]([C:9]([C:8]2[CH:12]=[CH:13][CH:14]=[C:6]([F:5])[CH:7]=2)=[O:10])[CH:21]=1 |f:0.1.2.3|. Procedure: A total of 716 mg of aluminium chloride was suspended in 24.4 ml of dichloromethane and was then mixed with 0.65 ml of 3-fluorobenzoyl chloride and 1 g of 1-bromo-4-fluoro-2-methoxy-benzene obtained in Production Example II-1-a under stirring at −60° C. The mixture was raised in temperature to room temperature over 2.5 hours and was stirred for further 3 hours. Water was added to the reaction mixture under ice-cooling, followed by extracting with diethyl ether. The resulting organic layer was wa... Reactants: NC=1C=CC(=C(C(=O)O)C1)Cl (5-Amino-2-chloro-benzoic acid), FC=1C=C(C(=O)Cl)C=CC1 (3-fluoro-benzoyl chloride). Solvent: C1CCOC1 (THF). Conditions: time 18 hour. Product: ClC1=C(C(=O)O)C=C(C=C1)NC(C1=CC(=CC=C1)F)=O (2-Chloro-5-(3-Fluoro-Benzoylamino)-Benzoic Acid), solid. Isolated yield 99.0%. RXN SMILES: [NH2:1][C:2]1[CH:3]=[CH:4][C:5]([Cl:11])=[C:6]([CH:10]=1)[C:7]([OH:9])=[O:8].[F:12][C:13]1[CH:14]=[C:15]([CH:19]=[CH:20][CH:21]=1)[C:16](Cl)=[O:17]>C1COCC1>[Cl:11][C:5]1[CH:4]=[CH:3][C:2]([NH:1][C:16](=[O:17])[C:15]2[CH:19]=[CH:20][CH:21]=[C:13]([F:12])[CH:14]=2)=[CH:10][C:6]=1[C:7]([OH:9])=[O:8]. Procedure details: 5-Amino-2-chloro-benzoic acid (0.96 g, 5.58 mmol) was diluted with THF (60 mL), treated with 3-fluoro-benzoyl chloride (0.738 mL, 6.14 mmol) and stirred for 18 h. Solvents were then removed and resulting solids were triturated with DCM. After filtration, the title compound was obtained as a white solid (1.7 g, 99%). The reactants are C(CCC)O (n-butanol). Reagents/catalysts: [Pd] (palladium). Solvent: O1CCCC1 (tetrahydrofuran). Yields the product C(=C)C1OC1 (vinyloxirane), C(CCC)=O (n-butyraldehyde), C1C(CC)O1 (1,2-butylene oxide). The yield is 27.0%. As a reaction SMILES: [CH2:1]([OH:5])[CH2:2][CH2:3][CH3:4]>O1CCCC1.[Pd]>[CH:3]([CH:2]1[CH2:1][O:5]1)=[CH2:4].[CH:1](=[O:5])[CH2:2][CH2:3][CH3:4].[CH2:1]1[O:5][CH:2]1[CH2:3][CH3:4]. Procedure: In U.S. Pat. No. 5,077,418 and U.S. Pat. No. 5,117,013 it is reported that the hydrogenation of vinyloxirane solutions over palladium-containing catalysts gives n-butyraldehyde as main product. For instance, hydrogenation of vinyloxirane together with tetrahydrofuran as solvent over a supported palladium catalyst (5% by weight of palladium on activated carbon) at a temperature of from 50 to 55° C. and a pressure of 3.5 bar gives after a reaction time of 3 h a hydrogenation effluent comprising 55... The reactants are C1CCC(CC1)N=C=NC2CCCCC2 (DCC), N([C@@H](CC(C)C)C(=O)NCC(=O)NOCC1=CC=CC=C1)C(=O)OC(C)(C)C (Boc-Leu-Gly-NHOBzl), TEA, C=1C=CC2=C(C1)N=NN2O (HOBt), N1([C@H](C(=O)O)C[C@@H](O)C1)C(=O)OC(C)(C)C (Boc-Hyp-OH), Example 1 ( C ), Cl.CCOC(=O)C (HCl AcOEt). Solvent: C1CCOC1 (THF). Reaction conditions: temperature -20 celsius, time 1 hour. The product is N1([C@H](C(=O)N[C@@H](CC(C)C)C(=O)NCC(=O)NOCC2=CC=CC=C2)C[C@@H](O)C1)C(=O)OC(C)(C)C (Boc-Hyp-Leu-Gly-NHOBzl). Isolated yield 56.2%. Reaction SMILES: [NH:1]([C:22]([O:24]C(C)(C)C)=O)[C@H:2]([C:7]([NH:9][CH2:10][C:11]([NH:13][O:14][CH2:15][C:16]1[CH:21]=[CH:20][CH:19]=[CH:18][CH:17]=1)=[O:12])=[O:8])[CH2:3][CH:4]([CH3:6])[CH3:5].Cl.CCOC(C)=O.C1C=CC2N(O)N=NC=2C=1.[N:46]1([C:55]([O:57][C:58]([CH3:61])([CH3:60])[CH3:59])=[O:56])[CH2:54][C@H:52]([OH:53])[CH2:51][C@H:47]1C(O)=O.C1CCC(N=C=NC2CCCCC2)CC1>C1COCC1>[N:46]1([C:55]([O:57][C:58]([CH3:61])([CH3:60])[CH3:59])=[O:56])[CH2:54][C@H:52]([OH:53])[CH2:51][C@H:47]1[C:22]([NH:1][C@H:2]([C:7]([NH:9][CH2:10][C:11]([NH:13][O:14][CH2:15][C:16]1[CH:17]=[CH:18][CH:19]=[CH:20][CH:21]=1)=[O:12])=[O:8])[CH2:3][CH:4]([CH3:5])[CH3:6])=[O:24] |f:1.2|. Reported procedure: To Boc-Leu-Gly-NHOBzl (3.89 g; 9.89 mmol) obtained in Example 1 (C) was added under ice cooling 4.5N-HCl/AcOEt (30 ml), and the solution was brought back to room temperature. The reaction was carried out for 1 hour. The solvent was distilled off under reduced pressure and the residue was dissolved in THF (100 ml). The solution was cooled with a coolant at -20° C. After TEA (1.40 ml; 10.0 mmol) was added dropwise, HOBt (1.22 g; 9.03 mmol) and Boc-Hyp-OH (1.99 g; 8.60 mmol) were added and DCC (2.3... Reactants: CCO, O=C1c2ccccc2C(=O)N1CCOc1ccc(-c2ccccc2F)nc1, NN, O. The product is NCCOc1ccc(-c2ccccc2F)nc1. Reaction SMILES: [CH3:31][CH2:32][OH:33].[F:1][c:2]1[c:3](-[c:8]2[cH:9][cH:10][c:11]([O:14][CH2:15][CH2:16][N:17]3[C:18](=[O:19])[c:20]4[c:21]([cH:22][cH:23][cH:24][cH:25]4)[C:26]3=[O:27])[cH:12][n:13]2)[cH:4][cH:5][cH:6][cH:7]1.[NH2:29][NH2:30].[OH2:28]>>[F:1][c:2]1[c:3](-[c:8]2[cH:9][cH:10][c:11]([O:14][CH2:15][CH2:16][NH2:17])[cH:12][n:13]2)[cH:4][cH:5][cH:6][cH:7]1. Reactants: O=C1C(=CN=C(N1)C1=C(C=CC=C1)OC)C#N (1,6-Dihydro-6-oxo-2-(2-methoxyphenyl)pyrimidine-5-carbonitrile), Cl (hydrochloric acid), [N-]=[N+]=[N-].[Na+] (Sodium azide), [Cl-].[Al+3].[Cl-].[Cl-] (aluminum chloride). Run in O1CCCC1 (tetrahydrofuran), O (water). Yields the product COC1=C(C=CC=C1)C1=NC=C(C(N1)=O)C1=NN=NN1 (2-(2-Methoxyphenyl)-5-(5-1H-tetrazolyl)pyrimidin-4(3H)-one). Isolated yield 36.4%. Reaction SMILES: [N-:1]=[N+:2]=[N-:3].[Na+].[Cl-].[Al+3].[Cl-].[Cl-].[O:9]=[C:10]1[NH:15][C:14]([C:16]2[CH:21]=[CH:20][CH:19]=[CH:18][C:17]=2[O:22][CH3:23])=[N:13][CH:12]=[C:11]1[C:24]#[N:25].Cl>O1CCCC1.O>[CH3:23][O:22][C:17]1[CH:18]=[CH:19][CH:20]=[CH:21][C:16]=1[C:14]1[NH:15][C:10](=[O:9])[C:11]([C:24]2[NH:25][N:3]=[N:2][N:1]=2)=[CH:12][N:13]=1 |f:0.1,2.3.4.5|. Reported procedure: Sodium azide (283 mg., 4.35 mmole) was added to a solution of aluminum chloride (193 mg., 1.45 mmole) in tetrahydrofuran (8 ml.). The mixture was stirred under reflux for 0.5 hours. 1,6-Dihydro-6-oxo-2-(2-methoxyphenyl)pyrimidine-5-carbonitrile (300 mg., 1.32 mmole) was then added and the mixture stirred under reflux for 24 hours. The cooled mixture was diluted with water (15 ml.) and acidified with 6N hydrochloric acid. The mixture was filtered. The collected solid was recrystallized from glaci... Product: CCOC(=O)C=Cc1ccc2cc(OCc3ccccc3)ccc2c1. As a reaction SMILES: [CH2:17]([c:18]1[cH:19][cH:20][cH:21][cH:22][cH:23]1)[O:24][c:25]1[cH:26][c:27]2[cH:28][cH:29][c:30]([CH:35]=[O:36])[cH:31][c:32]2[cH:33][cH:34]1.[CH2:3]([O:4][P:5]([O:6][CH2:7][CH3:8])(=[O:9])[CH2:11][C:12](=[O:13])[O:14][CH2:15][CH3:16])[CH3:10].[CH3:43][CH2:44][O:45][C:46](=[O:47])[CH3:48].[ClH:37].[H-:1].[Na+:2].[O:38]1[CH2:39][CH2:40][CH2:41][CH2:42]1>>[CH:11]([C:12](=[O:13])[O:14][CH2:15][CH3:16])=[CH:35][c:30]1[cH:29][cH:28][c:27]2[cH:26][c:25]([O:24][CH2:17][c:18]3[cH:19][cH:20][cH:21][cH:22][cH:23]3)[cH:34][cH:33][c:32]2[cH:31]1. The reactants are O=Cc1ccc2cc(OCc3ccccc3)ccc2c1, CCOC(=O)CP(=O)(OCC)OCC, CCOC(C)=O, Cl, [H-], [Na+], C1CCOC1. Product: OC1=C(C=CC(=C1)O)C(C(=C)C1=CC(=C(C=C1)O)O)=O (1-(2,4-dihydroxyphenyl)-2-(3′,4′-dihydroxyphenyl)-1-oxo-2-propene), 1-(2,4-dihydroxy)-2-(3′,4′-dihydroxyphenyl)-1-oxo-3-bromo-propane. As a reaction SMILES: C[O:2][C:3]1[CH:8]=[C:7]([O:9]C)[CH:6]=[CH:5][C:4]=1[C:11](=[O:27])[CH:12]([C:17]1[CH:22]=[CH:21][C:20]([O:23]C)=[C:19]([O:25]C)[CH:18]=1)[CH2:13]OCC.B(Br)(Br)Br>ClCCl>[OH:2][C:3]1[CH:8]=[C:7]([OH:9])[CH:6]=[CH:5][C:4]=1[C:11](=[O:27])[C:12]([C:17]1[CH:22]=[CH:21][C:20]([OH:23])=[C:19]([OH:25])[CH:18]=1)=[CH2:13]. Run in ClCCl (dichloromethane). Reported procedure: 0.0406 g (1.08 mmol) of 1-(2,4-dimethoxyphenyl)-2-(3′,4′-dimethoxyphenyl)-1-oxo-3-ethoxy-propane were reacted with boron tribromide (10.84 mmol) in 22 mL dichloromethane for three days by the method of Bannwart C. et al., Finn. Chem. Lett. 11 120 (1984). Workup and chromatography of the reaction product afforded 1-(2,4-dihydroxyphenyl)-2-(3′,4′-dihydroxyphenyl)-1-oxo-2-propene as the minor product and 1-(2,4-dihydroxy)-2-(3′,4′-dihydroxyphenyl)-1-oxo-3-bromo-propane as the major product. The reactants are COC1=C(C=CC(=C1)OC)C(C(COCC)C1=CC(=C(C=C1)OC)OC)=O (1-(2,4-dimethoxyphenyl)-2-(3′,4′-dimethoxyphenyl)-1-oxo-3-ethoxy-propane), B(Br)(Br)Br (boron tribromide).